This data is from the Open Reaction Database (ORD), a public repository of structured organic reaction records. The task is: describe an organic reaction: reactants, conditions, products, and yield Reactants: C1=CC=CC=2C(C3=CC=CC=C3C(C12)=O)=O (anthraquinone), [N+](=O)(O)[O-] (HNO3), S1(=O)(=O)CCCC1 (sulpholan). Solvent: O (water). Conditions: time 2 minute. The product is [N+](=O)([O-])C1=CC=CC=2C(C3=CC=CC=C3C(C12)=O)=O (1-nitro-anthraquinone). Reaction SMILES: [CH:1]1[C:14]2[C:13](=[O:15])[C:12]3[C:7](=[CH:8][CH:9]=[CH:10][CH:11]=3)[C:6](=[O:16])[C:5]=2[CH:4]=[CH:3][CH:2]=1.[N+:17]([O-])([OH:19])=[O:18].S1(CCCC1)(=O)=O>O>[N+:17]([C:8]1[C:7]2[C:6](=[O:16])[C:5]3[C:14](=[CH:1][CH:2]=[CH:3][CH:4]=3)[C:13](=[O:15])[C:12]=2[CH:11]=[CH:10][CH:9]=1)([O-:19])=[O:18]. Reported procedure: 20 g of anthraquinone are introduced into 100 ml of 98 % HNO3 at 0°, the temperature rising to 10° in two minutes as a result of this addition. The reaction mixture is then nitrated at 10° for 20 minutes, with cooling by iced water. 100 ml of sulpholan are added, the temperature rising to 50° as a result. The reaction mixture is suction-filtered at 20° and the precipitate is washed with 50 ml of sulpholan and then with water, and dried. 12.7 g of 1-nitro-anthraquinone, formed by analysis to have...